From a dataset of the Open Reaction Database (ORD), a public repository of structured organic reaction records. describe an organic reaction: reactants, conditions, products, and yield The reactants are BrCC1CO1, O=C([O-])[O-], CC#N, [K+], [K+], CC(C)(C)OC(=O)N1CCNCC1. Yields the product CC(C)(C)OC(=O)N1CCN(CC2CO2)CC1. As a reaction SMILES: [Br:14][CH2:15][CH:16]1[CH2:17][O:18]1.[C:19](=[O:20])([O-:21])[O-:22].[CH3:25][C:26]#[N:27].[K+:23].[K+:24].[N:1]1([C:7](=[O:8])[O:9][C:10]([CH3:11])([CH3:12])[CH3:13])[CH2:2][CH2:3][NH:4][CH2:5][CH2:6]1>>[N:1]1([C:7](=[O:8])[O:9][C:10]([CH3:11])([CH3:12])[CH3:13])[CH2:2][CH2:3][N:4]([CH2:15][CH:16]2[CH2:17][O:18]2)[CH2:5][CH2:6]1.